From a dataset of the Open Reaction Database (ORD), a public repository of structured organic reaction records. describe an organic reaction: reactants, conditions, products, and yield The reactants are ClC=1C=CC=2C(=C3C(=NC2C1)C=CC(=N3)OC)Cl (7,10-dichloro-2-methoxypyrido [3,2-b]quinoline), alcohol, Cl (hydrochloric acid), C(C)N(CCCCCCCN)CC (7-diethylaminoheptylamine), C1(=CC=CC=C1)O (phenol). Solvent: CC(=O)C (acetone). Yields the product Cl.Cl.ClC=1C=CC=2C(=C3C(=NC2C1)C=CC(=N3)OC)NCCCCCCCN(CC)CC (7-Chloro-10-[(7-diethylaminoheptyl)amino]-2-methoxypyrido[3,2-b]quinoline dihydrochloride). Reaction SMILES: [Cl:1][C:2]1[CH:3]=[CH:4][C:5]2[C:6](Cl)=[C:7]3[N:15]=[C:14]([O:16][CH3:17])[CH:13]=[CH:12][C:8]3=[N:9][C:10]=2[CH:11]=1.[CH2:19]([N:21]([CH2:30][CH3:31])[CH2:22][CH2:23][CH2:24][CH2:25][CH2:26][CH2:27][CH2:28][NH2:29])[CH3:20].C1(O)C=CC=CC=1.[ClH:39]>CC(C)=O>[ClH:1].[ClH:39].[Cl:1][C:2]1[CH:3]=[CH:4][C:5]2[C:6]([NH:29][CH2:28][CH2:27][CH2:26][CH2:25][CH2:24][CH2:23][CH2:22][N:21]([CH2:30][CH3:31])[CH2:19][CH3:20])=[C:7]3[N:15]=[C:14]([O:16][CH3:17])[CH:13]=[CH:12][C:8]3=[N:9][C:10]=2[CH:11]=1 |f:5.6.7|. Procedure: A mixture of 2.8 g. of 7,10-dichloro-2-methoxypyrido [3,2-b]quinoline, 2.0 g. of 7-diethylaminoheptylamine and 6.5 g. of phenol is stirred on a steam bath for 3 hours. The reaction is cooled, 20 ml. of 95% alcohol is added and this mixture is poured into a mixture of 200 ml. of acetone and 2.5 ml. of concentrated hydrochloric acid. The resulting solution is cooled in ice. The solid is collected and recrystallized from n-propanol:ethyl acetate (50:50), giving the desired product as yellow crystal... Starting materials: N1=CC=CC=C1 (pyridine), C(=O)(OC(C)(C)C)N[C@@H](C)C(=O)O ((S)-N-BOC-alanine), 24c, N1=C(F)N=C(F)N=C1F (cyanuric fluoride). Run in C(Cl)Cl (CH2Cl2). Conditions: temperature -15 celsius, time 15 minute. Product: C(C)(C)(C)OC(N[C@@H](C)C(=O)F)=O ((S)-(1-Fluorocarbonyl-ethyl)-carbamic Acid tert-butyl Ester). RXN SMILES: [C:1]([NH:8][C@H:9]([C:11]([OH:13])=O)[CH3:10])([O:3][C:4]([CH3:7])([CH3:6])[CH3:5])=[O:2].N1C(F)=NC(F)=NC=1[F:16].N1C=CC=CC=1>C(Cl)Cl>[C:4]([O:3][C:1](=[O:2])[NH:8][C@H:9]([C:11]([F:16])=[O:13])[CH3:10])([CH3:7])([CH3:6])[CH3:5]. Reported procedure: To an oven-dried, septaed 10 mL round-bottom flask, cooled under an argon atmosphere, and charged with (S)-N-BOC-alanine, 24c, (189.2 mg, 1.00 mmol) was added 2.5 mL freshly distilled CH2Cl2 under argon. The reaction was cooled to −15° C. and to the flask was added cyanuric fluoride (450 μL, 5 mmol). The reaction was stirred at −15° C. for 15 minutes then anhydrous pyridine (81 μL, 1.0 mmol) was added. Stirring was maintained at −15° C. for 90 minutes, with reaction progress indicated by the gra...